Dataset: the Open Reaction Database (ORD), a public repository of structured organic reaction records. Task: describe an organic reaction: reactants, conditions, products, and yield The reactants are ClC1=NC=CC(=N1)C1=CN=C2N1C=CC(=N2)C(C)(O[Si](CC)(CC)CC)C (3-(2-Chloropyrimidin-4-yl)-7-(1-methyl-1-triethylsilanyloxyethyl)-imidazo[1,2-α]pyrimidine), C(CCC)[Sn](C=1OC=CC1)(CCCC)CCCC (2-tributylstannylfuran). The product is O1C(=CC=C1)C1=NC=CC(=N1)C1=CN=C2N1C=CC(=N2)C(C)(O[Si](CC)(CC)CC)C (3-[2-(furan-2-yl)pyrimidin-4-yl]-7-(1-methyl-1-triethylsilanyloxyethyl)imidazo[1,2-α]pyrimidine). Yield: 59.0%. Reaction SMILES: Cl[C:2]1[N:7]=[C:6]([C:8]2[N:12]3[CH:13]=[CH:14][C:15]([C:17]([CH3:27])([O:19][Si:20]([CH2:25][CH3:26])([CH2:23][CH3:24])[CH2:21][CH3:22])[CH3:18])=[N:16][C:11]3=[N:10][CH:9]=2)[CH:5]=[CH:4][N:3]=1.C([Sn](CCCC)(CCCC)[C:33]1[O:34][CH:35]=[CH:36][CH:37]=1)CCC>>[O:34]1[CH:35]=[CH:36][CH:37]=[C:33]1[C:2]1[N:7]=[C:6]([C:8]2[N:12]3[CH:13]=[CH:14][C:15]([C:17]([CH3:27])([O:19][Si:20]([CH2:25][CH3:26])([CH2:23][CH3:24])[CH2:21][CH3:22])[CH3:18])=[N:16][C:11]3=[N:10][CH:9]=2)[CH:5]=[CH:4][N:3]=1. Reported procedure: 3-(2-Chloropyrimidin-4-yl)-7-(1-methyl-1-triethylsilanyloxyethyl)-imidazo[1,2-α]pyrimidine (from Example 34) (58 mg, 0.14 mmol) and 2-tributylstannylfuran (102 mg, 0.29 mmol) were heated at reflux overnight as described in Example 40. Purification by column chromatography on silica using 70% EtOAc/isohexanes as the eluent gave 3-[2-(furan-2-yl)pyrimidin-4-yl]-7-(1-methyl-1-triethylsilanyloxyethyl)imidazo[1,2-α]pyrimidine (36 mg, 57%): m/z (ES+) 435 (M+H+). Reactants: [H-].[Na+] (sodium hydride), OC=1C=C2CCN(CC2=CC1)CC1=CC=C(C=C1)C1=CC=CC=C1 (6-hydroxy-2-(4-phenylbenzyl)-1,2,3,4-tetrahydroisoquinoline), CS(=O)(=O)OCC1OC(OC1)(CBr)C1=CC=C(C=C1)Cl ((2RS,4SR)-2-(4-chlorophenyl)-2-bromomethyl-1,3-dioxolan-4-ylmethyl methanesulfonate). Solvent: CN(C=O)C (dimethylformamide). Reaction conditions: time 1 hour. Yields the product ClC1=CC=C(C=C1)C1(OCC(O1)COC=1C=C2CCN(CC2=CC1)CC1=CC=C(C=C1)C1=CC=CC=C1)CBr (6-[(2RS,4SR)-2-(4-chlorophenyl)-2-bromomethyl-1,3-dioxolan-4-ylmethyloxy]-2-(4-phenylbenzyl)-1,2,3,4-tetrahydroisoquinoline). As a reaction SMILES: [H-].[Na+].[OH:3][C:4]1[CH:5]=[C:6]2[C:11](=[CH:12][CH:13]=1)[CH2:10][N:9]([CH2:14][C:15]1[CH:20]=[CH:19][C:18]([C:21]3[CH:26]=[CH:25][CH:24]=[CH:23][CH:22]=3)=[CH:17][CH:16]=1)[CH2:8][CH2:7]2.CS(O[CH2:32][CH:33]1[CH2:37][O:36][C:35]([C:40]2[CH:45]=[CH:44][C:43]([Cl:46])=[CH:42][CH:41]=2)([CH2:38][Br:39])[O:34]1)(=O)=O>CN(C)C=O>[Cl:46][C:43]1[CH:42]=[CH:41][C:40]([C:35]2([CH2:38][Br:39])[O:34][CH:33]([CH2:32][O:3][C:4]3[CH:5]=[C:6]4[C:11](=[CH:12][CH:13]=3)[CH2:10][N:9]([CH2:14][C:15]3[CH:20]=[CH:19][C:18]([C:21]5[CH:26]=[CH:25][CH:24]=[CH:23][CH:22]=5)=[CH:17][CH:16]=3)[CH2:8][CH2:7]4)[CH2:37][O:36]2)=[CH:45][CH:44]=1 |f:0.1|. Procedure details: 1.1 g of sodium hydride (50% suspension in oil) are added in portions, with cooling, to a solution of 6.3 g of 6-hydroxy-2-(4-phenylbenzyl)-1,2,3,4-tetrahydroisoquinoline in 100 ml of dry dimethylformamide. The mixture is stirred at 50° for 1 hour and then 7.7 g of (2RS,4SR)-2-(4-chlorophenyl)-2-bromomethyl-1,3-dioxolan-4-ylmethyl methanesulfonate (preparation as in European Offenlegungsschrift No. 0,050,298) are added. The mixture is stirred at 80° C. for 5 hours and cooled, the solvent is remo...